Dataset: the Open Reaction Database (ORD), a public repository of structured organic reaction records. Task: describe an organic reaction: reactants, conditions, products, and yield Reactants: [H-].[Na+] (sodium hydride), oil, COCCOC (DME), COP(OC)(=O)CC(=O)C1=CC(=CC=C1)CC1=CC=CC=C1 ([2-(3-benzyl-phenyl)-2-oxo-ethyl]-phosphonic acid dimethyl ester), COCCOC (DME), C(C)OC(CCCCCCN1[C@H](CCC1=O)C=O)=O (7-((R)-2-formyl-5-oxo-pyrrolidin-1-yl)-heptanoic acid ethyl ester). Run in C(C)(=O)OCC (ethyl acetate). Conditions: time 45 minute. Yields the product C(C)OC(CCCCCCN1[C@H](CCC1=O)\C=C\C(O)C1=CC(=CC=C1)CC1=CC=CC=C1)=O (7-{(R)-2-[(E)-3-(3-benzyl-phenyl)-3-hydroxy-propenyl]-5-oxo-pyrrolidin-1-yl}-heptanoic acid ethyl ester). Isolated yield 51.1%. RXN SMILES: [H-].[Na+].COCCOC.COP([CH2:15][C:16]([C:18]1[CH:23]=[CH:22][CH:21]=[C:20]([CH2:24][C:25]2[CH:30]=[CH:29][CH:28]=[CH:27][CH:26]=2)[CH:19]=1)=[O:17])(=O)OC.[CH2:31]([O:33][C:34](=[O:49])[CH2:35][CH2:36][CH2:37][CH2:38][CH2:39][CH2:40][N:41]1[C:45](=[O:46])[CH2:44][CH2:43][C@@H:42]1[CH:47]=O)[CH3:32]>C(OCC)(=O)C>[CH2:31]([O:33][C:34](=[O:49])[CH2:35][CH2:36][CH2:37][CH2:38][CH2:39][CH2:40][N:41]1[C:45](=[O:46])[CH2:44][CH2:43][C@@H:42]1/[CH:47]=[CH:15]/[CH:16]([C:18]1[CH:23]=[CH:22][CH:21]=[C:20]([CH2:24][C:25]2[CH:26]=[CH:27][CH:28]=[CH:29][CH:30]=2)[CH:19]=1)[OH:17])[CH3:32] |f:0.1|. Procedure: To 60% sodium hydride in mineral oil (20 mg, 0.51 mmol) was added a DME solution (5 mL) of [2-(3-benzyl-phenyl)-2-oxo-ethyl]-phosphonic acid dimethyl ester (164 mg, 0.51 mmol). After 1.5 h a DME solution (5 mL) of 7-((R)-2-formyl-5-oxo-pyrrolidin-1-yl)-heptanoic acid ethyl ester (126 mg, 0.47 mmol) was added. The reaction mixture was stirred for 45 min. at room temperature then diluted with ethyl acetate and washed with an aqueous NaHCO3 solution. The organic layer was dried over MgSO4, filtered... Reactants: COC(\C=C\C=1C=CC2=C(C(C3(CCN(CC3)C(=O)OC(C)(C)C)O2)=O)C1)=O ((E)-3-{1′-Tert-butoxycarbonyl-3-oxo-spiro[benzofuran-2(3H), 4′-piperidin]-5-yl}-acrylic acid methyl ester), COC(\C=C\C=1C=CC2=C(C(C3(CCN(CC3)C(=O)OC(C)(C)C)O2)=O)C1)=O ((E)-3-{1′-Tert-butoxycarbonyl-3-oxo-spiro[benzofuran-2(3H), 4′-piperidin]-5-yl}-acrylic acid methyl ester), [OH-].[Na+] (NaOH). Product: C(C)(C)(C)OC(=O)N1CCC2(CC1)OC1=C(C2=O)C=C(C=C1)/C=C/C(=O)O ((E)-3-{1′-tert-butoxycarbonyl-3-oxo-spiro[benzofuran-2(3H), 4′-piperidin]-5-yl}-acrylic acid). The yield is 98.6%. As a reaction SMILES: C[O:2][C:3](=[O:28])/[CH:4]=[CH:5]/[C:6]1[CH:7]=[CH:8][C:9]2[O:25][C:12]3([CH2:17][CH2:16][N:15]([C:18]([O:20][C:21]([CH3:24])([CH3:23])[CH3:22])=[O:19])[CH2:14][CH2:13]3)[C:11](=[O:26])[C:10]=2[CH:27]=1.[OH-].[Na+]>>[C:21]([O:20][C:18]([N:15]1[CH2:16][CH2:17][C:12]2([C:11](=[O:26])[C:10]3[CH:27]=[C:6](/[CH:5]=[CH:4]/[C:3]([OH:28])=[O:2])[CH:7]=[CH:8][C:9]=3[O:25]2)[CH2:13][CH2:14]1)=[O:19])([CH3:24])([CH3:22])[CH3:23] |f:1.2|. Reported procedure: (E)-3-{1′-Tert-butoxycarbonyl-3-oxo-spiro[benzofuran-2(3H), 4′-piperidin]-5-yl}-acrylic acid methyl ester (100 mg, 0.258 mmol, Intermediate 4, Step E) was hydrolyzed with NaOH following the procedure described in Example 1, Step A, giving (E)-3-{1′-tert-butoxycarbonyl-3-oxo-spiro[benzofuran-2(3H), 4′-piperidin]-5-yl}-acrylic acid as a white solid (95 mg, 98%). The product was treated with NH2OTHP according to the procedure described in Example 1, Step B, giving (E)-3-{1′-tert-butoxycarbonyl-3-ox...